Dataset: the Open Reaction Database (ORD), a public repository of structured organic reaction records. Task: describe an organic reaction: reactants, conditions, products, and yield Starting materials: C(C)Cl (ethyl chloride), [OH-].[Na+] (sodium hydroxide), OC1=CC=C(N)C=C1 (p-hydroxyaniline). Run in CS(=O)C (dimethyl sulfoxide). Run at time 5 hour. Yields the product C(C)OC1=CC=C(N)C=C1 (p-ethoxyaniline). Isolated yield 81.8%. Reaction SMILES: [CH2:1](Cl)[CH3:2].[OH-].[Na+].[OH:6][C:7]1[CH:13]=[CH:12][C:10]([NH2:11])=[CH:9][CH:8]=1>CS(C)=O>[CH2:1]([O:6][C:7]1[CH:13]=[CH:12][C:10]([NH2:11])=[CH:9][CH:8]=1)[CH3:2] |f:1.2|. Reported procedure: In accordance with the process of Example 1, 150 ml of dimethyl sulfoxide, 19.4 g (0.3 mole) of ethyl chloride, 8.8 g (0.22 mole) of sodium hydroxide and 21.8 g (0.22 mole) of p-hydroxyaniline were charged in the autoclave and the reaction was carried out at 80° C. for 5 hours with stirring to obtain 24.7 g of p-ethoxyaniline having a boiling point of 123.5° to 124.5° C./10 mmHg. (yield: 90.1%). Starting materials: CN(C)CCOc1cc(N)ccc1C(F)(F)F, N#Cc1c(Cl)cccc1Oc1ccc(S(=O)(=O)Cl)cc1, ClC(Cl)Cl. The product is CN(C)CCOc1cc(NS(=O)(=O)c2ccc(Oc3cccc(Cl)c3C#N)cc2)ccc1C(F)(F)F. Reaction SMILES: [CH3:1][N:2]([CH2:3][CH2:4][O:5][c:6]1[cH:7][c:8]([NH2:16])[cH:9][cH:10][c:11]1[C:12]([F:13])([F:14])[F:15])[CH3:17].[Cl:18][c:19]1[c:20]([C:36]#[N:37])[c:21]([O:22][c:23]2[cH:24][cH:25][c:26]([S:29](=[O:30])(=[O:31])[Cl:32])[cH:27][cH:28]2)[cH:33][cH:34][cH:35]1.[Cl:38][CH:39]([Cl:40])[Cl:41]>>[CH3:1][N:2]([CH2:3][CH2:4][O:5][c:6]1[cH:7][c:8]([NH:16][S:29]([c:26]2[cH:25][cH:24][c:23]([O:22][c:21]3[c:20]([C:36]#[N:37])[c:19]([Cl:18])[cH:35][cH:34][cH:33]3)[cH:28][cH:27]2)(=[O:30])=[O:31])[cH:9][cH:10][c:11]1[C:12]([F:13])([F:14])[F:15])[CH3:17].